The task is: describe an organic reaction: reactants, conditions, products, and yield. This data is from the Open Reaction Database (ORD), a public repository of structured organic reaction records. Starting materials: CO, [Mg], O=C1NC(=O)C(c2c[nH]c3ccccc23)=C1Cc1cn2c3c(cccc13)CCC2. Yields the product O=C1NC(=O)C(c2c[nH]c3ccccc23)C1Cc1cn2c3c(cccc13)CCC2. RXN SMILES: [CH3:31][OH:32].[Mg:30].[c:1]1([CH2:13][C:14]2=[C:18]([c:19]3[cH:20][nH:21][c:22]4[cH:23][cH:24][cH:25][cH:26][c:27]34)[C:17](=[O:28])[NH:16][C:15]2=[O:29])[cH:2][n:3]2[c:12]3[c:7]([cH:8][cH:9][cH:10][c:11]13)[CH2:6][CH2:5][CH2:4]2>>[c:1]1([CH2:13][CH:14]2[C:15](=[O:29])[NH:16][C:17](=[O:28])[CH:18]2[c:19]2[cH:20][nH:21][c:22]3[cH:23][cH:24][cH:25][cH:26][c:27]23)[cH:2][n:3]2[c:12]3[c:7]([cH:8][cH:9][cH:10][c:11]13)[CH2:6][CH2:5][CH2:4]2. Starting materials: BrC1=CC2=C(SC3=C2C=CC=C3)C=C1 (2-bromo-dibenzo[b,d]thiophene), C1(=CC=CC=C1)B(O)O (phenylboronic acid), C([O-])([O-])=O.[K+].[K+] (potassium carbonate), C(C)O (ethanol). Solvent: C1(=CC=CC=C1)C (toluene), O (water). Product: C1(=CC=CC=C1)C1=CC2=C(SC3=C2C=CC=C3)C=C1 (2-phenyl-dibenzo[b,d]thiophene). Isolated yield 52.6%. As a reaction SMILES: Br[C:2]1[CH:14]=[CH:13][C:5]2[S:6][C:7]3[CH:12]=[CH:11][CH:10]=[CH:9][C:8]=3[C:4]=2[CH:3]=1.[C:15]1(B(O)O)[CH:20]=[CH:19][CH:18]=[CH:17][CH:16]=1.C(=O)([O-])[O-].[K+].[K+].C(O)C>C1(C)C=CC=CC=1.O>[C:15]1([C:2]2[CH:14]=[CH:13][C:5]3[S:6][C:7]4[CH:12]=[CH:11][CH:10]=[CH:9][C:8]=4[C:4]=3[CH:3]=2)[CH:20]=[CH:19][CH:18]=[CH:17][CH:16]=1 |f:2.3.4|. Reported procedure: 2-bromo-dibenzo[b,d]thiophene (10 g), phenylboronic acid (5.1 g) tetrakis(triphenylphosphine)palladium (2.2 g) and potassium carbonate (18.38 g) were refluxed in a mixture of toluene (110 mL), ethanol (20 mL) and water (90 mL) overnight. The reaction was quenched with water and the toluene layer was removed and passed through a celite column and the toluene layer was evaporated in a rotary evaporator to yield 5.2 g 2-phenyl-dibenzo[b,d]thiophene. 2-phenyldibenzo[b,d]thiophene (5.2 g) was dissolv... Reactants: CC(C)(C)OC(=O)Nc1ccc2c(c1)CC(CO)C2, CN(C)c1ccncc1, ClCCl, Cc1ccc(S(=O)(=O)Cl)cc1. Product: Cc1ccc(S(=O)(=O)OCC2Cc3ccc(NC(=O)OC(C)(C)C)cc3C2)cc1. Reaction SMILES: [C:1]([CH3:2])([CH3:3])([CH3:4])[O:5][C:6]([NH:7][c:8]1[cH:9][c:10]2[c:14]([cH:15][cH:16]1)[CH2:13][CH:12]([CH2:17][OH:18])[CH2:11]2)=[O:19].[CH3:34][N:35]([c:36]1[cH:37][cH:38][n:39][cH:40][cH:41]1)[CH3:42].[Cl:31][CH2:32][Cl:33].[c:20]1([CH3:30])[cH:21][cH:22][c:23]([S:26](=[O:27])(=[O:28])[Cl:29])[cH:24][cH:25]1>>[C:1]([CH3:2])([CH3:3])([CH3:4])[O:5][C:6]([NH:7][c:8]1[cH:9][c:10]2[c:14]([cH:15][cH:16]1)[CH2:13][CH:12]([CH2:17][O:18][S:26]([c:23]1[cH:22][cH:21][c:20]([CH3:30])[cH:25][cH:24]1)(=[O:27])=[O:28])[CH2:11]2)=[O:19]. Reagents/catalysts: Br (hydrogen bromide). Run in C(C)(=O)O (acetic acid), C(Cl)(Cl)Cl (chloroform), C(Cl)(Cl)Cl (chloroform). The product is C(C)(=O)OCCC=1C=C(C=CC1O)C(CBr)=O (1-[3-[2-(Acetyloxy)ethyl]-4-hydroxyphenyl]-2-bromoethanone). Procedure: A solution of bromine (0.8 ml, 2.5g) in chloroform (20 ml) was added over 20 min to a stirred solution of 1-[3-[2-(acetyloxy)ethyl]-4-hydroxyphenyl]ethanone (3.26 g ) in chloroform (50 ml) containing a few drops of 45% hydrogen bromide in acetic acid. The red solution was diluted with ER (200 ml) washed with water (100 ml), 8% sodium bicarbonate (100 ml), brine (100 ml), dried and evaporated to give the title compound as an oil which solidified on standing to give a pale pink solid (4.1 g) m.p. ... RXN SMILES: [Br:1]Br.[C:3]([O:6][CH2:7][CH2:8][C:9]1[CH:10]=[C:11]([C:16](=[O:18])[CH3:17])[CH:12]=[CH:13][C:14]=1[OH:15])(=[O:5])[CH3:4]>C(Cl)(Cl)Cl.Br.C(O)(=O)C>[C:3]([O:6][CH2:7][CH2:8][C:9]1[CH:10]=[C:11]([C:16](=[O:18])[CH2:17][Br:1])[CH:12]=[CH:13][C:14]=1[OH:15])(=[O:5])[CH3:4]. Reactants: BrBr (bromine), C(C)(=O)OCCC=1C=C(C=CC1O)C(C)=O (1-[3-[2-(acetyloxy)ethyl]-4-hydroxyphenyl]ethanone). Starting materials: C=C(C)COc1ccc(-n2ccnc2)cc1, CC#N, CC(=O)O, [Na+], [OH-], O, O=S(=O)(O)O. Yields the product CC(=O)NC(C)(C)COc1ccc(-n2ccnc2)cc1. RXN SMILES: [CH3:1][C:2]([CH2:3][O:4][c:5]1[cH:6][cH:7][c:8](-[n:11]2[cH:12][n:13][cH:14][cH:15]2)[cH:9][cH:10]1)=[CH2:16].[CH3:24][C:25]#[N:26].[CH3:27][C:28](=[O:29])[OH:30].[Na+:23].[OH-:22].[OH2:31].[S:17](=[O:18])(=[O:19])([OH:20])[OH:21]>>[CH3:1][C:2]([CH2:3][O:4][c:5]1[cH:6][cH:7][c:8](-[n:11]2[cH:12][n:13][cH:14][cH:15]2)[cH:9][cH:10]1)([CH3:16])[NH:26][C:25](=[O:22])[CH3:24]. Reactants: NC1=C(NC2=CC(=CC=C12)Cl)C(C1=CC(=CC=C1)C(=O)O)=O (3-amino-2-(3-carboxybenzoyl)-6-chloroindole), C(C)(=O)Cl (acetyl chloride). Solvent: C(C)(=O)OCC (ethyl acetate). The product is C(C)(=O)NC1=C(NC2=CC(=CC=C12)Cl)C(C1=CC(=CC=C1)C(=O)O)=O (3-Acetylamino-2-(3-carboxybenzoyl)-6-chloroindole). RXN SMILES: [NH2:1][C:2]1[C:10]2[C:5](=[CH:6][C:7]([Cl:11])=[CH:8][CH:9]=2)[NH:4][C:3]=1[C:12](=[O:22])[C:13]1[CH:18]=[CH:17][CH:16]=[C:15]([C:19]([OH:21])=[O:20])[CH:14]=1.[C:23](Cl)(=[O:25])[CH3:24]>C(OCC)(=O)C>[C:23]([NH:1][C:2]1[C:10]2[C:5](=[CH:6][C:7]([Cl:11])=[CH:8][CH:9]=2)[NH:4][C:3]=1[C:12](=[O:22])[C:13]1[CH:18]=[CH:17][CH:16]=[C:15]([C:19]([OH:21])=[O:20])[CH:14]=1)(=[O:25])[CH3:24]. Reported procedure: The title compound was prepared according to the procedure described in Example 19 employing 3-amino-2-(3-carboxybenzoyl)-6-chloroindole (Example 131) and acetyl chloride. m.p.: >290° C. (ethyl acetate) 1H-NMR (DMSO-d6) δ: 11.85 (1H, s), 9.90 (1H, s), 8.39 (1H, br s), 8.20 (1H, d, J=7.7 Hz), 7.77 (1H, d, J=7.7 Hz), 7.65 (1H, d, J=8.8 Hz), 7.54-7.43 (2H, m), 7.09 (1H, dd, J=1.8, 8.4 Hz), 1.67 (3H, s)